From a dataset of the Open Reaction Database (ORD), a public repository of structured organic reaction records. describe an organic reaction: reactants, conditions, products, and yield Reactants: O (water), [H-].[Na+] (sodium hydride), [I-].C (methane iodide), [N+](=O)([O-])C1=CC=C(C=C1)C1=C(NC2=CC=CC=C12)C(=O)N (3-(4-nitro-phenyl)-1H-indole-2-carboxamide). The solvent is CN(C=O)C (dimethylformamide). Conditions: time 2 hour. Product: CN1C(=C(C2=CC=CC=C12)C1=CC=C(C=C1)[N+](=O)[O-])C(=O)N (1-Methyl-3-(4-nitrophenyl)-1H-indole-2-carboxamide). Reaction SMILES: [H-].[Na+].[I-].[CH4:4].[N+:5]([C:8]1[CH:13]=[CH:12][C:11]([C:14]2[C:22]3[C:17](=[CH:18][CH:19]=[CH:20][CH:21]=3)[NH:16][C:15]=2[C:23]([NH2:25])=[O:24])=[CH:10][CH:9]=1)([O-:7])=[O:6].O>CN(C)C=O>[CH3:4][N:16]1[C:17]2[C:22](=[CH:21][CH:20]=[CH:19][CH:18]=2)[C:14]([C:11]2[CH:10]=[CH:9][C:8]([N+:5]([O-:7])=[O:6])=[CH:13][CH:12]=2)=[C:15]1[C:23]([NH2:25])=[O:24] |f:0.1,2.3|. Procedure: 0.047 g of sodium hydride and then 73 μl of methane iodide are added to a solution of 0.3 g of 3-(4-nitro-phenyl)-1H-indole-2-carboxamide in 8 ml of anhydrous dimethylformamide under argon. The reaction mixture is stirred at ambient temperature for 2 hours and 45 ml of water are added. The solid formed is filtered off, washed with 3 times 15 ml of water, and filter-dried. After drying under vacuum, 0.22 g of 1-methyl-3-(4-nitrophenyl)-1H-indole-2-carboxamide are obtained, the characteristics of ... Reactants: C(CCC)SC=1SC2=C(N1)C=CC(=C2)S(=O)(=O)O (2-n-butylthio-6-benzthiazolsulfonic acid), O=S(Cl)Cl (SOCl2). Conditions: time 1 hour. The product is C(CCC)SC=1SC2=C(N1)C=CC(=C2)S(=O)(=O)Cl (2-n-butylthio-6-benzthiazolsulfonyl chloride). RXN SMILES: [CH2:1]([S:5][C:6]1[S:7][C:8]2[CH:14]=[C:13]([S:15]([OH:18])(=O)=[O:16])[CH:12]=[CH:11][C:9]=2[N:10]=1)[CH2:2][CH2:3][CH3:4].O=S(Cl)[Cl:21]>>[CH2:1]([S:5][C:6]1[S:7][C:8]2[CH:14]=[C:13]([S:15]([Cl:21])(=[O:18])=[O:16])[CH:12]=[CH:11][C:9]=2[N:10]=1)[CH2:2][CH2:3][CH3:4]. Reported procedure: 2-mercaptobenzthiazol (83.4 g, 0.5 mol) was dispersed in 100 mL of methanol, and added a solution containing 24 g of NaOH in 50 mL of H2O. When 2-mercaptobenzthiazol was completely dissolved, n-butylbromide (54 mL, 0.5 mol) was added and the reaction solution was refluxed for 12 hours. Then, methanol was removed from the solution under reduced pressure and 300 mL of ethylacetate was added to the solution which was then washed with H2O and 1M K2CO3 in a sequential order. The separated organic sol... Yield: 46.1%. The reagents and catalysts are [Cu]I (copper(I) iodide). Solvent: O1CCOCC1 (dioxane), O (water). The product is COC1=CC=C(C=N1)NC1=NC=CN=C1C1=NC(=NC(=C1)SC)C (N-(6-methoxypyridin-3-yl)-3-(2-methyl-6-(methylthio)pyrimidin-4-yl)pyrazin-2-amine). Reaction SMILES: F[C:2]1[C:3]([C:8]2[CH:13]=[C:12]([S:14][CH3:15])[N:11]=[C:10]([CH3:16])[N:9]=2)=[N:4][CH:5]=[CH:6][N:7]=1.[NH2:17][C:18]1[CH:19]=[CH:20][C:21]([O:24][CH3:25])=[N:22][CH:23]=1.C(N(C(C)C)C(C)C)C>O1CCOCC1.O.[Cu]I>[CH3:25][O:24][C:21]1[N:22]=[CH:23][C:18]([NH:17][C:2]2[C:3]([C:8]3[CH:13]=[C:12]([S:14][CH3:15])[N:11]=[C:10]([CH3:16])[N:9]=3)=[N:4][CH:5]=[CH:6][N:7]=2)=[CH:19][CH:20]=1. Reaction conditions: temperature 100 celsius. The reactants are FC=1C(=NC=CN1)C1=NC(=NC(=C1)SC)C (4-(3-fluoropyrazin-2-yl)-2-methyl-6-(methylthio)pyrimidine), NC=1C=CC(=NC1)OC (5-amino-2-methoxypyridine), C(C)N(C(C)C)C(C)C (N-ethyl-N-isopropylpropan-2-amine). Procedure details: A glass microwave reaction vessel was charged with 4-(3-fluoropyrazin-2-yl)-2-methyl-6-(methylthio)pyrimidine (21 mg, 0.089 mmol), 5-amino-2-methoxypyridine (0.022 mL, 0.178 mmol), copper(I) iodide (2 mg, 8.89 μmol) and N-ethyl-N-isopropylpropan-2-amine (22.97 mg, 0.178 mmol) in dioxane (1 mL). The reaction mixture was stirred and heated in an oil bath at 100° C. for 24 h. The reaction mixture was diluted with water (5 mL) and extracted with EtOAc (2×20 mL). The organic extract was washed with s... The reactants are C(CCC)(=O)[O-].[Na+] (sodium butyrate), [Cu](Cl)Cl (copper(II) chloride), C(C)(=O)[O-].[Na+] (sodium acetate), [Na] (sodium), copper(II) carboxylate, carboxylic acid. Product: copper(II) carboxylate, C(C)(=O)[O-].[Cu+2].C(C)(=O)[O-] (copper(II) acetate), C(CCC)(=O)[O-].[Cu+2].C(CCC)(=O)[O-] (copper(II) butyrate). Reaction SMILES: [Cu:1](Cl)Cl.[Na].[C:5]([O-:8])(=[O:7])[CH3:6].[Na+].[C:10]([O-:15])(=[O:14])[CH2:11][CH2:12][CH3:13].[Na+]>>[C:5]([O-:8])(=[O:7])[CH3:6].[Cu+2:1].[C:10]([O-:15])(=[O:14])[CH3:11].[C:10]([O-:15])(=[O:14])[CH2:11][CH2:12][CH3:13].[Cu+2:1].[C:10]([O-:15])(=[O:14])[CH2:11][CH2:12][CH3:13] |f:2.3,4.5,6.7.8,9.10.11,^1:3|. Procedure details: It is not necessary that the copper(II) carboxylate be added directly to the reaction mixture. For example, when copper(II) chloride and the sodium salt of a carboxylic acid, e.g., sodium acetate or sodium butyrate, are charged to the reaction vessel, the corresponding copper(II) carboxylate, e.g., copper(II) acetate or copper(II) butyrate, are formed in situ in the reaction mixture. Preferably, the copper(II) salt is dried before use to remove any water of crystallization and obtain substantial... The reactants are ClC1=CC=C(C=C1)C=1N=C(SC1)CN1N=CC(=C1)C(=O)OCC (ethyl 1-{[4-(4-chlorophenyl)-1,3-thiazol-2-yl]methyl}-1H-pyrazole-4-carboxylate), [OH-].[Li+] (lithium hydroxide). Solvent: O1CCCC1 (tetrahydrofuran). Yields the product ClC1=CC=C(C=C1)C=1N=C(SC1)CN1N=CC(=C1)C(=O)O (1-{[4-(4-chlorophenyl)-1,3-thiazol-2-yl]methyl}-1H-pyrazole-4-carboxylic acid). The yield is 24.7%. Reaction SMILES: [Cl:1][C:2]1[CH:7]=[CH:6][C:5]([C:8]2[N:9]=[C:10]([CH2:13][N:14]3[CH:18]=[C:17]([C:19]([O:21]CC)=[O:20])[CH:16]=[N:15]3)[S:11][CH:12]=2)=[CH:4][CH:3]=1.[OH-].[Li+]>O1CCCC1>[Cl:1][C:2]1[CH:7]=[CH:6][C:5]([C:8]2[N:9]=[C:10]([CH2:13][N:14]3[CH:18]=[C:17]([C:19]([OH:21])=[O:20])[CH:16]=[N:15]3)[S:11][CH:12]=2)=[CH:4][CH:3]=1 |f:1.2|. Reported procedure: To a solution of the compound (660 mg) obtained in Example 106a in tetrahydrofuran (5 ml) was added 2N lithium hydroxide aqueous solution (5 mL), and the mixture was heated under reflux overnight. The reaction mixture was concentrated under reduced pressure, and the residue was diluted with water, and adjusted to pH 5-6 with 3N hydrochloric acid. The resulting precipitate was collected by filtration. The obtained solid was dissolved in tetrahydrofuran and dried over anhydrous sodium sulfate, and...